Dataset: the Open Reaction Database (ORD), a public repository of structured organic reaction records. Task: describe an organic reaction: reactants, conditions, products, and yield Reactants: Br, O=C(OCc1ccccc1)C(Cc1ccccc1)Cc1cscn1, CC(=O)O. The product is O=C(O)C(Cc1ccccc1)Cc1cscn1. Reaction SMILES: [BrH:25].[CH2:1]([c:2]1[cH:3][cH:4][cH:5][cH:6][cH:7]1)[CH:8]([C:9](=[O:10])[O:11][CH2:12][c:13]1[cH:14][cH:15][cH:16][cH:17][cH:18]1)[CH2:19][c:20]1[n:21][cH:22][s:23][cH:24]1.[CH3:26][C:27](=[O:28])[OH:29]>>[CH2:1]([c:2]1[cH:3][cH:4][cH:5][cH:6][cH:7]1)[CH:8]([C:9](=[O:10])[OH:11])[CH2:19][c:20]1[n:21][cH:22][s:23][cH:24]1. The reactants are NC1=CC=CC=C1 (Aniline), O1C=NC=C1C1=CC=C(C=C1)NC=1N=C(C2=C(N1)CCN(C2)C(=O)OC(C)(C)C)OS(=O)(=O)C(F)(F)F (tert-butyl 2-(4-(oxazol-5-yl)phenylamino)-4-(trifluoromethylsulfonyloxy)-7,8-dihydropyrido[4,3-d]pyrimidine-6(5H)-carboxylate), Cl (HCl). The solvent is CS(=O)C (DMSO), CS(=O)C (DMSO). Conditions: temperature 80 celsius, time 30 minute. Product: O1C=NC=C1C1=CC=C(C=C1)NC=1N=C(C2=C(N1)CCNC2)NC2=CC=CC=C2 (N2-(4-(oxazol-5-yl)phenyl)-N4-phenyl-5,6,7,8-tetrahydropyrido[4,3-d]pyrimidine-2,4-diamine). Isolated yield 24.6%. Reaction SMILES: [NH2:1][C:2]1[CH:7]=[CH:6][CH:5]=[CH:4][CH:3]=1.[O:8]1[C:12]([C:13]2[CH:18]=[CH:17][C:16]([NH:19][C:20]3[N:21]=[C:22](OS(C(F)(F)F)(=O)=O)[C:23]4[CH2:29][N:28](C(OC(C)(C)C)=O)[CH2:27][CH2:26][C:24]=4[N:25]=3)=[CH:15][CH:14]=2)=[CH:11][N:10]=[CH:9]1.Cl>CS(C)=O>[O:8]1[C:12]([C:13]2[CH:18]=[CH:17][C:16]([NH:19][C:20]3[N:21]=[C:22]([NH:1][C:2]4[CH:7]=[CH:6][CH:5]=[CH:4][CH:3]=4)[C:23]4[CH2:29][NH:28][CH2:27][CH2:26][C:24]=4[N:25]=3)=[CH:15][CH:14]=2)=[CH:11][N:10]=[CH:9]1. Procedure: Aniline (0.017 mL, 0.18 mmol) was added to tert-butyl 2-(4-(oxazol-5-yl)phenylamino)-4-(trifluoromethylsulfonyloxy)-7,8-dihydropyrido[4,3-d]pyrimidine-6(5H)-carboxylate (0.1 g, 0.18 mmol, Example 1b) in DMSO (4 mL). The solution was heated in a microwave reactor at 80° C. for 1 h. HCl (2M aq, 1.5 mL) was added and the reaction was stirred in an open vessel at 76° C. for 30 min. The reaction was allowed to cool and DMSO was added to the solution. The product was purified by preparative HPLC to gi... Starting materials: [H-].[Na+] (NaH), C(CCCCCCCCCCCCCCC)OC1=C(C(=O)O[C@@H]1[C@@H](O)CO)O (3-O-n-hexadecyl-L-ascorbic acid), [Cl-].[Na+] (sodium chloride), C(C1=CC=CC=C1)Cl (benzyl chloride). Run in CN(C)C=O (DMF), CN(C)C=O (DMF), CN(C)C=O (DMF). Conditions: temperature 90 celsius, time 25 minute. The product is C(C1=CC=CC=C1)OC=1C(=O)O[C@@H](C1OCCCCCCCCCCCCCCCC)[C@@H](O)CO (2-O-Benzyl-3-O-n-hexadecyl-L-ascorbic acid). Yield: 62.0%. As a reaction SMILES: [CH2:1]([O:17][C:18]1[C@@H:23]([C@H:24]([CH2:26][OH:27])[OH:25])[O:22][C:20](=[O:21])[C:19]=1[OH:28])[CH2:2][CH2:3][CH2:4][CH2:5][CH2:6][CH2:7][CH2:8][CH2:9][CH2:10][CH2:11][CH2:12][CH2:13][CH2:14][CH2:15][CH3:16].[H-].[Na+].[CH2:31](Cl)[C:32]1[CH:37]=[CH:36][CH:35]=[CH:34][CH:33]=1.[Cl-].[Na+]>CN(C=O)C>[CH2:31]([O:28][C:19]1[C:20]([O:22][C@H:23]([C@H:24]([CH2:26][OH:27])[OH:25])[C:18]=1[O:17][CH2:1][CH2:2][CH2:3][CH2:4][CH2:5][CH2:6][CH2:7][CH2:8][CH2:9][CH2:10][CH2:11][CH2:12][CH2:13][CH2:14][CH2:15][CH3:16])=[O:21])[C:32]1[CH:37]=[CH:36][CH:35]=[CH:34][CH:33]=1 |f:1.2,4.5|. Procedure details: A solution of 0.933 g. of 3-O-n-hexadecyl-L-ascorbic acid in 7.5 ml. of anhydrous DMF was added slowly at ambient temperature under a nitrogen atmosphere to a suspension of 2.45 millimoles of NaH in 10 ml. of anhydrous DMF in a 50 ml., 3-neck round-bottom flask equipped with magnetic stirrer, drying tube and dropping funnel. The reaction mixture was stirred for 25 minutes (until H2 evolution stopped) at which time the sodium salt (on the 2-hydroxy) of 3-O-n-hexadecyl-L-ascorbic acid had formed. ... The reactants are BrCc1ccc(Br)cn1, CCCCc1n[nH]c(CCCC)n1, CN(C)C=O, CO, [H-], [H][H], [Na+]. Yields the product CCCCc1nc(CCCC)n(Cc2ccc(Br)cn2)n1. RXN SMILES: [Br:18][c:19]1[cH:20][cH:21][c:22]([CH2:25][Br:26])[n:23][cH:24]1.[CH2:1]([CH2:2][CH2:3][CH3:4])[c:5]1[n:6][nH:7][c:8]([CH2:10][CH2:11][CH2:12][CH3:13])[n:9]1.[CH3:27][N:28]([CH3:29])[CH:30]=[O:31].[CH3:32][OH:33].[H-:14].[H:16][H:17].[Na+:15]>>[CH2:1]([CH2:2][CH2:3][CH3:4])[c:5]1[n:6]([CH2:25][c:22]2[cH:21][cH:20][c:19]([Br:18])[cH:24][n:23]2)[n:7][c:8]([CH2:10][CH2:11][CH2:12][CH3:13])[n:9]1. Reactants: B(Br)(Br)Br (boron tribromide), Cl.FC=1C=C(C=C(C1)F)C1=C(C2=CC=C(C=C2C=C1)OC)OC1=CC=C(OCCN2CCCCC2)C=C1 (1-(2-{4-[2-(3,5-difluoro-phenyl)-6-methoxy-naphthalen-1-yloxy]-phenoxy}-ethyl)-piperidine hydrochloride), CO (methanol). Run in ClCCl (dichloromethane), ClCCl (dichloromethane). Yields the product FC=1C=C(C=C(C1)F)C=1C(=C2C=CC(=CC2=CC1)O)OC1=CC=C(C=C1)OCCN1CCCCC1 (6-(3,5-Difluoro-phenyl)-5-[4-(2-piperidin-1-yl-ethoxy)-phenoxy]-naphthalen-2-ol). Yield: 96.8%. As a reaction SMILES: Cl.[F:2][C:3]1[CH:4]=[C:5]([C:10]2[CH:19]=[CH:18][C:17]3[C:12](=[CH:13][CH:14]=[C:15]([O:20]C)[CH:16]=3)[C:11]=2[O:22][C:23]2[CH:37]=[CH:36][C:26]([O:27][CH2:28][CH2:29][N:30]3[CH2:35][CH2:34][CH2:33][CH2:32][CH2:31]3)=[CH:25][CH:24]=2)[CH:6]=[C:7]([F:9])[CH:8]=1.B(Br)(Br)Br.CO>ClCCl>[F:9][C:7]1[CH:6]=[C:5]([C:10]2[C:11]([O:22][C:23]3[CH:24]=[CH:25][C:26]([O:27][CH2:28][CH2:29][N:30]4[CH2:31][CH2:32][CH2:33][CH2:34][CH2:35]4)=[CH:36][CH:37]=3)=[C:12]3[C:17](=[CH:18][CH:19]=2)[CH:16]=[C:15]([OH:20])[CH:14]=[CH:13]3)[CH:4]=[C:3]([F:2])[CH:8]=1 |f:0.1|. Procedure details: Dissolve 1-(2-{4-[2-(3,5-difluoro-phenyl)-6-methoxy-naphthalen-1-yloxy]-phenoxy}-ethyl)-piperidine hydrochloride (410 mg, 0.76 mmol) in dichloromethane (10 mL) and cool in an ice bath. Add boron tribromide (0.22 mL, 2.28 mmol) and stir for 2.5 hours. Add methanol (5 mL), warm to ambient temperature, dilute with dichloromethane and wash with saturated aqueous sodium bicarbonate, dry with solid magnesium sulfate, filter and remove solvent under vacuum. Chromatograph on silica gel with dichlorometh...